This data is from the Open Reaction Database (ORD), a public repository of structured organic reaction records. The task is: describe an organic reaction: reactants, conditions, products, and yield The reactants are BrC1=CC2=C(C=3N=C(SC3CCO2)C=2N(N=C(N2)C)C(C)C)C=C1 (8-Bromo-2-(2-isopropyl-5-methyl-2H-[1,2,4]triazol-3-yl)-4,5-dihydro-6-oxa-3-thia-1-aza-benzo[e]azulene), C(C)(C)(C)OC(=O)N1CC(C1)N1N=CC(=C1)B1OC(C(O1)(C)C)(C)C (3-[4-(4,4,5,5-Tetramethyl-[1,3,2]dioxaborolan-2-yl)-pyrazol-1-yl]-azetidine-1-carboxylic acid tert-butyl ester). Yields the product C(C)(C)(C)OC(=O)N1CC(C1)N1N=CC(=C1)C1=CC2=C(C=3N=C(SC3CCO2)C=2N(N=C(N2)C)C(C)C)C=C1 (3-{4-[2-(2-Isopropyl-5-methyl-2H-[1,2,4]triazol-3-yl)-4,5-dihydro-6-oxa-3-thia-1-aza-benzo[e]azulen-8-yl]-pyrazol-1-yl}-azetidine-1-carboxylic acid tert-butyl ester). RXN SMILES: Br[C:2]1[CH:24]=[CH:23][C:5]2[C:6]3[N:7]=[C:8]([C:14]4[N:15]([CH:20]([CH3:22])[CH3:21])[N:16]=[C:17]([CH3:19])[N:18]=4)[S:9][C:10]=3[CH2:11][CH2:12][O:13][C:4]=2[CH:3]=1.[C:25]([O:29][C:30]([N:32]1[CH2:35][CH:34]([N:36]2[CH:40]=[C:39](B3OC(C)(C)C(C)(C)O3)[CH:38]=[N:37]2)[CH2:33]1)=[O:31])([CH3:28])([CH3:27])[CH3:26]>>[C:25]([O:29][C:30]([N:32]1[CH2:35][CH:34]([N:36]2[CH:40]=[C:39]([C:2]3[CH:24]=[CH:23][C:5]4[C:6]5[N:7]=[C:8]([C:14]6[N:15]([CH:20]([CH3:22])[CH3:21])[N:16]=[C:17]([CH3:19])[N:18]=6)[S:9][C:10]=5[CH2:11][CH2:12][O:13][C:4]=4[CH:3]=3)[CH:38]=[N:37]2)[CH2:33]1)=[O:31])([CH3:28])([CH3:26])[CH3:27]. Reported procedure: Following the procedure for 114, 8-Bromo-2-(2-isopropyl-5-methyl-2H-[1,2,4]triazol-3-yl)-4,5-dihydro-6-oxa-3-thia-1-aza-benzo[e]azulene was reacted with 3-[4-(4,4,5,5-Tetramethyl-[1,3,2]dioxaborolan-2-yl)-pyrazol-1-yl]-azetidine-1-carboxylic acid tert-butyl ester to give 3-{4-[2-(2-Isopropyl-5-methyl-2H-[1,2,4]triazol-3-yl)-4,5-dihydro-6-oxa-3-thia-1-aza-benzo[e]azulen-8-yl]-pyrazol-1-yl}-azetidine-1-carboxylic acid tert-butyl ester which was treated with acid via General Procedure F to give 8-(... Starting materials: CNC (dimethylamine), CC1=C(C(=C(C1[Si](C)(C)Cl)C)C)C (tetramethylcyclopentadienyl-dimethylsilylchloride), C1CCOC1 (THF). Conditions: temperature 15 celsius, time 16 hour. Yields the product CN(C)C1(C(=C(C(=C1C)C)C)C)[SiH](C)C (N,N-dimethylamino-dimethylsilyl-tetramethylcyclopentadiene). RXN SMILES: [CH3:1][NH:2][CH3:3].[CH3:4][C:5]1[CH:9]([Si:10](Cl)([CH3:12])[CH3:11])[C:8]([CH3:14])=[C:7]([CH3:15])[C:6]=1[CH3:16].C1COCC1>>[CH3:1][N:2]([C:9]1([SiH:10]([CH3:12])[CH3:11])[C:8]([CH3:14])=[C:7]([CH3:15])[C:6]([CH3:16])=[C:5]1[CH3:4])[CH3:3]. Reported procedure: A 250 ml roundboftom flask equipped with a condenser, stirrer, thermometer and dropping funnel with nitrogen inlet was charged with 100 ml of dimethylamine solution (2.0 M in THF, 0.20 mol) and cooled to 15° C. A solution of tetramethylcyclopentadienyl-dimethylsilylchloride in THF (10.1 g in 30 ml THF, 47 mmol) was added and the solution stirred for 16 hours allowing the temperature of the reaction mixture to rise to room temperature. A precipitate was filtered off and the solvent evaporated. Th... The reactants are N1CCC(CC1)COC1=NOC2=C1C(=CC=C2)O[C@H]2CC[C@H](CC2)O (cis-4-{[3-(Piperidin-4-ylmethoxy)-1,2-benzisoxazol-4-yl]oxy}cyclohexanol), C(=O)[C@@H]1CC[C@H](CC1)C(=O)OC (methyl trans-4-formylcyclohexanecarboxylate), C(=O)C1(CCC1)C(=O)OC (methyl 1-formylcyclobutanecarboxylate). Product: O[C@H]1CC[C@H](CC1)OC1=CC=CC2=C1C(=NO2)OCC2CCN(CC2)C[C@@H]2CC[C@H](CC2)C(=O)OC (Methyl trans-4-({4-[({4-[(cis-4-hydroxycyclohexyl)oxy]-1,2-benzisoxazol-3-yl}oxy)methyl]piperidin-1-yl}methyl)cyclohexanecarboxylate). As a reaction SMILES: [NH:1]1[CH2:6][CH2:5][CH:4]([CH2:7][O:8][C:9]2[C:13]3[C:14]([O:18][C@@H:19]4[CH2:24][CH2:23][C@H:22]([OH:25])[CH2:21][CH2:20]4)=[CH:15][CH:16]=[CH:17][C:12]=3[O:11][N:10]=2)[CH2:3][CH2:2]1.[CH:26]([C@H:28]1[CH2:33][CH2:32][C@H:31]([C:34]([O:36][CH3:37])=[O:35])[CH2:30][CH2:29]1)=O.C(C1(C(OC)=O)CCC1)=O>>[OH:25][C@@H:22]1[CH2:23][CH2:24][C@H:19]([O:18][C:14]2[C:13]3[C:9]([O:8][CH2:7][CH:4]4[CH2:5][CH2:6][N:1]([CH2:26][C@H:28]5[CH2:29][CH2:30][C@H:31]([C:34]([O:36][CH3:37])=[O:35])[CH2:32][CH2:33]5)[CH2:2][CH2:3]4)=[N:10][O:11][C:12]=3[CH:17]=[CH:16][CH:15]=2)[CH2:20][CH2:21]1. Procedure: The title compound was prepared according to the procedure described in Step 3 of EXAMPLE 2 using cis-4-{[3-(piperidin-4-ylmethoxy)-1,2-benzisoxazol-4-yl]oxy}cyclohexanol (EXAMPLE 43, Step 2) and methyl trans-4-formylcyclohexanecarboxylate (JP 490-48639) instead of 3-(piperidin-4-ylmethoxy)-4-(2,2,2-trifluoroethoxy)-1,2-benzisoxazole and methyl 1-formylcyclobutanecarboxylate. Reactants: C(C1=CC=CC=C1)OC1=CC=C(OC=2C(=NC(=CN2)F)C#N)C=C1 (3-[4-(benzyloxy)phenoxy]-6-fluoro-2-pyrazinecarbonitrile), aqueous solution, S(=S)(=O)([O-])[O-].[Na+].[Na+] (sodium thiosulfate), [N+](=O)([O-])[O-].[Ce+3].[NH4+].[NH4+].[N+](=O)([O-])[O-].[N+](=O)([O-])[O-].[N+](=O)([O-])[O-].[N+](=O)([O-])[O-] (diammonium cerium nitrate), C(C)(=O)OCC (ethyl acetate). Run in O (water), C(C)#N (acetonitrile), O (water). Product: FC1=CNC(C(=N1)C#N)=O (6-fluoro-3-oxo-3,4-dihydro-2-pyrazinecarbonitrile). As a reaction SMILES: C(OC1C=CC([O:13][C:14]2[C:15]([C:21]#[N:22])=[N:16][C:17]([F:20])=[CH:18][N:19]=2)=CC=1)C1C=CC=CC=1.[N+]([O-])([O-])=O.[Ce+3].[NH4+].[NH4+].[N+]([O-])([O-])=O.[N+]([O-])([O-])=O.[N+]([O-])([O-])=O.[N+]([O-])([O-])=O.C(OCC)(=O)C.S([O-])([O-])(=O)=S.[Na+].[Na+]>C(#N)C.O>[F:20][C:17]1[N:16]=[C:15]([C:21]#[N:22])[C:14](=[O:13])[NH:19][CH:18]=1 |f:1.2.3.4.5.6.7.8,10.11.12|. Procedure: In a mixture of 30 mL of acetonitrile and 15 mL of water was dissolved 1.0 g of 3-[4-(benzyloxy)phenoxy]-6-fluoro-2-pyrazinecarbonitrile. After adding 8.5 g of diammonium cerium nitrate, the mixture thus obtained was heated under reflux for 3 hours. The reaction mixture was returned to room temperature, a mixture consisting of 50 mL of ethyl acetate, 5 ml of water and 5 mL of 5% aqueous solution of sodium thiosulfate was added, and the organic layer was separated. The organic layer thus obtained...